From a dataset of the Open Reaction Database (ORD), a public repository of structured organic reaction records. describe an organic reaction: reactants, conditions, products, and yield Reaction SMILES: [CH2:25]1[O:26][CH2:27][CH2:28][CH2:29]1.[CH3:12][Si:13]([N-:16][Si:14]([CH3:15])([CH3:17])[CH3:18])([CH3:19])[CH3:20].[Cl:1][c:2]1[n:3][s:4][n:5][c:6]1[S:7][CH2:8][CH2:9][CH2:10][CH3:11].[ClH:22].[Na+:21].[Na+:24].[OH-:23]>>[c:2]1([NH2:16])[n:3][s:4][n:5][c:6]1[S:7][CH2:8][CH2:9][CH2:10][CH3:11]. Starting materials: C1CCOC1, C[Si](C)(C)[N-][Si](C)(C)C, CCCCSc1nsnc1Cl, Cl, [Na+], [Na+], [OH-]. Yields the product CCCCSc1nsnc1N. The reactants are COC(=O)C1=C(C)NC(C)=C(C(=O)OC(C)C)C1c1cccc(NO)c1, O=Cc1cccc([N+](=O)[O-])c1. Yields the product COC(=O)C1=C(C)NC(C)=C(C(=O)OC(C)C)C1c1cccc([N+]([O-])=Cc2cccc([N+](=O)[O-])c2)c1. As a reaction SMILES: [CH3:1][C:2]1=[C:7]([C:8](=[O:9])[O:10][CH3:11])[CH:6]([c:12]2[cH:13][c:14]([NH:18][OH:19])[cH:15][cH:16][cH:17]2)[C:5]([C:20](=[O:21])[O:22][CH:23]([CH3:24])[CH3:25])=[C:4]([CH3:26])[NH:3]1.[N+:27](=[O:28])([O-:29])[c:30]1[cH:31][c:32]([CH:33]=[O:34])[cH:35][cH:36][cH:37]1>>[CH3:1][C:2]1=[C:7]([C:8](=[O:9])[O:10][CH3:11])[CH:6]([c:12]2[cH:13][c:14]([N+:18]([O-:19])=[CH:33][c:32]3[cH:31][c:30]([N+:27](=[O:28])[O-:29])[cH:37][cH:36][cH:35]3)[cH:15][cH:16][cH:17]2)[C:5]([C:20](=[O:21])[O:22][CH:23]([CH3:24])[CH3:25])=[C:4]([CH3:26])[NH:3]1. The product is C(C)OC([C@H](CC1=CC=C(C=C1)OC\C=C(/C1=CC=CC=C1)\C1=CC=C(C=C1)Br)OCC)=O ((E)-(2S)-3-{4-[3-(4-Bromophenyl)-3-phenyl-allyloxy]-phenyl}-2-ethoxy-propionic acid ethyl ester). Reported procedure: Reaction of (E)-3-(4-bromophenyl)-3-phenyl-prop-2-en-1-ol (289 mg, 1.0 mmol), tributylphosphine (0.37 ml, 1.5 mmol), (2S)-2-ethoxy-3-(4-hydroxy-phenyl)-propionic acid ethyl ester (262 mg, 1.10 mmol) and azodicarboxylic dipiperidide (378 mg, 1.5 mmol) in benzene in an identical manner to example 3 gave the title compound (460 mg, 90%). Reactants: BrC1=CC=C(C=C1)/C(=C/CO)/C1=CC=CC=C1 ((E)-3-(4-bromophenyl)-3-phenyl-prop-2-en-1-ol), C(CCC)P(CCCC)CCCC (tributylphosphine), C(C)OC([C@H](CC1=CC=C(C=C1)O)OCC)=O ((2S)-2-ethoxy-3-(4-hydroxy-phenyl)-propionic acid ethyl ester), azodicarboxylic dipiperidide. Isolated yield 90.3%. Reaction SMILES: [Br:1][C:2]1[CH:7]=[CH:6][C:5](/[C:8](/[C:12]2[CH:17]=[CH:16][CH:15]=[CH:14][CH:13]=2)=[CH:9]/[CH2:10][OH:11])=[CH:4][CH:3]=1.C(P(CCCC)CCCC)CCC.[CH2:31]([O:33][C:34](=[O:47])[C@@H:35]([O:44][CH2:45][CH3:46])[CH2:36][C:37]1[CH:42]=[CH:41][C:40](O)=[CH:39][CH:38]=1)[CH3:32]>C1C=CC=CC=1>[CH2:31]([O:33][C:34](=[O:47])[C@@H:35]([O:44][CH2:45][CH3:46])[CH2:36][C:37]1[CH:42]=[CH:41][C:40]([O:11][CH2:10]/[CH:9]=[C:8](/[C:5]2[CH:4]=[CH:3][C:2]([Br:1])=[CH:7][CH:6]=2)\[C:12]2[CH:13]=[CH:14][CH:15]=[CH:16][CH:17]=2)=[CH:39][CH:38]=1)[CH3:32]. Run in C1=CC=CC=C1 (benzene). Reactants: Oc1ccc(OCc2ccccc2)cc1, CNC(=O)c1cc(Oc2ccc([N+](=O)[O-])c([N+](=O)[O-])c2)ccn1, [H-], [Na+], CN(C)C=O. Yields the product CNC(=O)c1cc(Oc2ccc(OCc3ccccc3)cc2)ccn1. RXN SMILES: [CH2:3]([c:4]1[cH:5][cH:6][cH:7][cH:8][cH:9]1)[O:10][c:11]1[cH:12][cH:13][c:14]([OH:17])[cH:15][cH:16]1.[CH3:18][NH:19][C:20](=[O:21])[c:22]1[n:23][cH:24][cH:25][c:26]([O:28][c:29]2[cH:30][cH:31][c:32]([N+:33]([O-:34])=[O:35])[c:36]([N+:37]([O-:38])=[O:39])[cH:40]2)[cH:27]1.[H-:2].[Na+:1].[O:41]=[CH:42][N:43]([CH3:44])[CH3:45]>>[CH2:3]([c:4]1[cH:5][cH:6][cH:7][cH:8][cH:9]1)[O:10][c:11]1[cH:12][cH:13][c:14]([O:17][c:26]2[cH:25][cH:24][n:23][c:22]([C:20]([NH:19][CH3:18])=[O:21])[cH:27]2)[cH:15][cH:16]1. Starting materials: COC(=O)C(Cc1ccccc1)NC(=O)OCc1ccc(-c2ccccc2)cc1, CO, Cl, [Li+], [OH-], O. Product: O=C(NC(Cc1ccccc1)C(=O)O)OCc1ccc(-c2ccccc2)cc1. As a reaction SMILES: [CH3:1][O:2][C:3]([CH:4]([CH2:5][c:6]1[cH:7][cH:8][cH:9][cH:10][cH:11]1)[NH:12][C:13](=[O:14])[O:15][CH2:16][c:17]1[cH:18][cH:19][c:20](-[c:23]2[cH:24][cH:25][cH:26][cH:27][cH:28]2)[cH:21][cH:22]1)=[O:29].[CH3:33][OH:34].[ClH:32].[Li+:31].[OH-:30].[OH2:35]>>[O:2]=[C:3]([CH:4]([CH2:5][c:6]1[cH:7][cH:8][cH:9][cH:10][cH:11]1)[NH:12][C:13](=[O:14])[O:15][CH2:16][c:17]1[cH:18][cH:19][c:20](-[c:23]2[cH:24][cH:25][cH:26][cH:27][cH:28]2)[cH:21][cH:22]1)[OH:29]. Starting materials: BrC=1C=CC2=C(C=C(CCO2)C(=O)OCC)C1 (ethyl 7-bromo-2,3-dihydro-1-benzoxepine-4-carboxylate), B(OC=1SC=C(C1)C)([O-])[O-] (4-methyl-thiophenyl borate), C([O-])([O-])=O.[K+].[K+] (potassium carbonate), C=1(C(=CC=CC1)CCO)C.O (toluene-ethanol water). Reagents/catalysts: C=1C=CC(=CC1)[P](C=2C=CC=CC2)(C=3C=CC=CC3)[Pd]([P](C=4C=CC=CC4)(C=5C=CC=CC5)C=6C=CC=CC6)([P](C=7C=CC=CC7)(C=8C=CC=CC8)C=9C=CC=CC9)[P](C=1C=CC=CC1)(C=1C=CC=CC1)C=1C=CC=CC1 (tetrakistriphenyl-phosphinepalladium), C=1C=CC(=CC1)[P](C=2C=CC=CC2)(C=3C=CC=CC3)[Pd]([P](C=4C=CC=CC4)(C=5C=CC=CC5)C=6C=CC=CC6)([P](C=7C=CC=CC7)(C=8C=CC=CC8)C=9C=CC=CC9)[P](C=1C=CC=CC1)(C=1C=CC=CC1)C=1C=CC=CC1 (tetrakistriphenyl-phosphinepalladium). The product is CSC1=CC=C(C=C1)C=1C=CC2=C(C=C(CCO2)C(=O)OCC)C1 (ethyl 7-(4-methylthio-phenyl)-2,3-dihydro-1-benzoxepine-4-carboxylate). As a reaction SMILES: Br[C:2]1[CH:3]=[CH:4][C:5]2[O:11][CH2:10][CH2:9][C:8]([C:12]([O:14][CH2:15][CH3:16])=[O:13])=[CH:7][C:6]=2[CH:17]=1.B([O-])([O-])O[C:20]1[S:21][CH:22]=[C:23]([CH3:25])[CH:24]=1.C(=O)([O-])[O-].[K+].[K+].[C:34]1(C)C(CCO)=CC=C[CH:39]=1.O>C1C=CC([P]([Pd]([P](C2C=CC=CC=2)(C2C=CC=CC=2)C2C=CC=CC=2)([P](C2C=CC=CC=2)(C2C=CC=CC=2)C2C=CC=CC=2)[P](C2C=CC=CC=2)(C2C=CC=CC=2)C2C=CC=CC=2)(C2C=CC=CC=2)C2C=CC=CC=2)=CC=1>[CH3:22][S:21][C:20]1[CH:39]=[CH:34][C:25]([C:2]2[CH:3]=[CH:4][C:5]3[O:11][CH2:10][CH2:9][C:8]([C:12]([O:14][CH2:15][CH3:16])=[O:13])=[CH:7][C:6]=3[CH:17]=2)=[CH:23][CH:24]=1 |f:2.3.4,5.6,^1:48,50,69,88|. Procedure: Under argon atmosphere, a solution of ethyl 7-bromo-2,3-dihydro-1-benzoxepine-4-carboxylate (1.0 g), 4-methyl-thiophenyl borate (622 mg) and potassium carbonate (0.93 g) in toluene-ethanol-water (30-3-3 ml) was stirred at room temperature for 1 hour. To the reaction mixture was added tetrakistriphenyl-phosphinepalladium (117 mg), and the mixture was refluxed for 16 hours. To the reaction mixture was added tetrakistriphenyl-phosphinepalladium (0.13 g), and the mixture was refluxed for 24 hours an...